The task is: describe an organic reaction: reactants, conditions, products, and yield. This data is from the Open Reaction Database (ORD), a public repository of structured organic reaction records. Starting materials: CC(C)(O)c1ncc(-c2cc(Br)cc(Nc3nccc(C(F)(F)F)n3)c2)s1, C#C[Si](C)(C)C, CCOC(C)=O, CCN(C(C)C)C(C)C, [Cu]I, CN(C)C=O, c1ccc(P(c2ccccc2)(c2ccccc2)[Pd](P(c2ccccc2)(c2ccccc2)c2ccccc2)(P(c2ccccc2)(c2ccccc2)c2ccccc2)P(c2ccccc2)(c2ccccc2)c2ccccc2)cc1. Yields the product CC(C)(O)c1ncc(-c2cc(C#C[Si](C)(C)C)cc(Nc3nccc(C(F)(F)F)n3)c2)s1. Reaction SMILES: [Br:1][c:2]1[cH:3][c:4](-[c:19]2[cH:20][n:21][c:22]([C:24]([CH3:25])([CH3:26])[OH:27])[s:23]2)[cH:5][c:6]([NH:8][c:9]2[n:10][cH:11][cH:12][c:13]([C:15]([F:16])([F:17])[F:18])[n:14]2)[cH:7]1.[CH3:28][Si:29]([CH3:30])([CH3:31])[C:32]#[CH:33].[CH3:48][CH2:49][O:50][C:51](=[O:52])[CH3:53].[CH:34]([N:35]([CH2:36][CH3:37])[CH:38]([CH3:39])[CH3:40])([CH3:41])[CH3:42].[Cu:54][I:55].[O:43]=[CH:44][N:45]([CH3:46])[CH3:47].[cH:56]1[cH:57][cH:58][c:59]([P:60]([Pd:61]([P:62]([c:63]2[cH:64][cH:65][cH:66][cH:67][cH:68]2)([c:69]2[cH:70][cH:71][cH:72][cH:73][cH:74]2)[c:75]2[cH:76][cH:77][cH:78][cH:79][cH:80]2)([P:81]([c:82]2[cH:83][cH:84][cH:85][cH:86][cH:87]2)([c:88]2[cH:89][cH:90][cH:91][cH:92][cH:93]2)[c:94]2[cH:95][cH:96][cH:97][cH:98][cH:99]2)[P:100]([c:101]2[cH:102][cH:103][cH:104][cH:105][cH:106]2)([c:107]2[cH:108][cH:109][cH:110][cH:111][cH:112]2)[c:113]2[cH:114][cH:115][cH:116][cH:117][cH:118]2)([c:119]2[cH:120][cH:121][cH:122][cH:123][cH:124]2)[c:125]2[cH:126][cH:127][cH:128][cH:129][cH:130]2)[cH:131][cH:132]1>>[c:2]1([C:33]#[C:32][Si:29]([CH3:28])([CH3:30])[CH3:31])[cH:3][c:4](-[c:19]2[cH:20][n:21][c:22]([C:24]([CH3:25])([CH3:26])[OH:27])[s:23]2)[cH:5][c:6]([NH:8][c:9]2[n:10][cH:11][cH:12][c:13]([C:15]([F:16])([F:17])[F:18])[n:14]2)[cH:7]1. The reactants are BrC=1C=C(C(=C(C(=O)OC)C1)Cl)NC1CCCC1 (methyl 5-bromo-2-chloro-3-(cyclopentylamino)benzoate), C([O-])([O-])=O.[Cs+].[Cs+] (cesium carbonate), CI (methyl iodide). Solvent: C(C)#N (acetonitrile). Conditions: temperature 80 celsius. The product is BrC=1C=C(C(=C(C(=O)OC)C1)Cl)N(C)C1CCCC1 (methyl 5-bromo-2-chloro-3-(cyclopentyl(methyl)amino)benzoate). Isolated yield 61.2%. Reaction SMILES: [Br:1][C:2]1[CH:3]=[C:4]([NH:13][CH:14]2[CH2:18][CH2:17][CH2:16][CH2:15]2)[C:5]([Cl:12])=[C:6]([CH:11]=1)[C:7]([O:9][CH3:10])=[O:8].[C:19](=O)([O-])[O-].[Cs+].[Cs+].CI>C(#N)C>[Br:1][C:2]1[CH:3]=[C:4]([N:13]([CH:14]2[CH2:18][CH2:17][CH2:16][CH2:15]2)[CH3:19])[C:5]([Cl:12])=[C:6]([CH:11]=1)[C:7]([O:9][CH3:10])=[O:8] |f:1.2.3|. Procedure: To a stirred solution of methyl 5-bromo-2-chloro-3-(cyclopentylamino)benzoate (0.550 g, 1.65 mmol) in acetonitrile (20 mL) was added cesium carbonate (1.08 g, 3.31 mmol) and methyl iodide (1.17 g, 8.25 mmol). The reaction mixture was heated at 80° C. for 12 h. On completion, the reaction mixture was cooled to room temperature and filtered. The residue was washed with ethyl acetate and the filtrate was concentrated and purified by column chromatography to afford methyl 5-bromo-2-chloro-3-(cyclope... Reactants: CC(C)(O)c1ccc2c(c1)C(=CCCBr)c1cccnc1CO2, CC#N, COC(=O)C1(C)CNCCC1(O)c1ccc(Cl)cc1, [K+], [K+], O=C([O-])[O-], O. As a reaction SMILES: [Br:26][CH2:27][CH2:28][CH:29]=[C:30]1[c:31]2[c:32]([cH:41][cH:42][c:43]([C:45]([CH3:46])([CH3:47])[OH:48])[cH:44]2)[O:33][CH2:34][c:35]2[c:36]1[cH:37][cH:38][cH:39][n:40]2.[C:50](#[N:51])[CH3:52].[CH3:1][O:2][C:3](=[O:4])[C:5]1([CH3:19])[CH2:6][NH:7][CH2:8][CH2:9][C:10]1([OH:11])[c:12]1[cH:13][cH:14][c:15]([Cl:18])[cH:16][cH:17]1.[K+:20].[K+:21].[O-:22][C:23]([O-:24])=[O:25].[OH2:49]>>[CH3:1][O:2][C:3](=[O:4])[C:5]1([CH3:19])[CH2:6][N:7]([CH2:27][CH2:28][CH:29]=[C:30]2[c:31]3[c:32]([cH:41][cH:42][c:43]([C:45]([CH3:46])([CH3:47])[OH:48])[cH:44]3)[O:33][CH2:34][c:35]3[c:36]2[cH:37][cH:38][cH:39][n:40]3)[CH2:8][CH2:9][C:10]1([OH:11])[c:12]1[cH:13][cH:14][c:15]([Cl:18])[cH:16][cH:17]1. Product: COC(=O)C1(C)CN(CCC=C2c3cc(C(C)(C)O)ccc3OCc3ncccc32)CCC1(O)c1ccc(Cl)cc1. The reactants are NC1=CC=CC=C1 (aniline), 3A, C(C)(=O)Cl (acetyl chloride). Yields the product C(C)(=O)NC1=CC=CC=C1 (acetanilide). The yield is 79.0%. RXN SMILES: [NH2:1][C:2]1[CH:7]=[CH:6][CH:5]=[CH:4][CH:3]=1.[C:8](Cl)(=[O:10])[CH3:9]>>[C:8]([NH:1][C:2]1[CH:7]=[CH:6][CH:5]=[CH:4][CH:3]=1)(=[O:10])[CH3:9]. Reported procedure: Acetanilide is prepared by the method of Example 5 using 5.0 mls (0.055 mole) of aniline, 7.5 grams of Type 3A molecular sieves, and 4.58 mls (0.064 mole) of acetyl chloride. The crude product is recrystallized from toluene to obtain 5.87 grams (81% of theoretical) of pure acetanilide, m.p. 112°-114° C. (literature m.p. 114° C.). The reactants are COc1cccc(N)c1, CCO, N#Cc1cnc2ccc([N+](=O)[O-])cc2c1Cl. The product is COc1cccc(Nc2c(C#N)cnc3ccc([N+](=O)[O-])cc23)c1. RXN SMILES: [CH3:17][O:18][c:19]1[cH:20][c:21]([NH2:25])[cH:22][cH:23][cH:24]1.[CH3:26][CH2:27][OH:28].[Cl:1][c:2]1[c:3]([C:15]#[N:16])[cH:4][n:5][c:6]2[cH:7][cH:8][c:9]([N+:12](=[O:13])[O-:14])[cH:10][c:11]12>>[c:2]1([NH:25][c:21]2[cH:20][c:19]([O:18][CH3:17])[cH:24][cH:23][cH:22]2)[c:3]([C:15]#[N:16])[cH:4][n:5][c:6]2[cH:7][cH:8][c:9]([N+:12](=[O:13])[O-:14])[cH:10][c:11]12. The reactants are titanium tetrahalide, olefins, metal hydrides, aluminum alkyl, hydrocarbon, ethers, C1(=CC=CC=C1)C(C)C (cumene), alkaline earth metals, [O-2].[O-2].[O-2].[Al+3].[Al+3] (gamma-alumina), aluminum alkyl, aromatic hydrocarbons, C=1(C(=CC=CC1)C)C (xylene), [H][H] (hydrogen), organoaluminum, aromatic hydrocarbons, olefins, olefin, C(C)[Al](CC)CC (triethyl aluminum). Reagents/catalysts: [Ti](Cl)(Cl)(Cl)Cl (titanium tetrachloride), [Ti](Cl)(Cl)(Cl)Cl (titanium tetrachloride), resultant catalyst, [Cl-].[Ti+4].[Cl-].[Cl-].[Cl-] (titanium chloride), [Ti](Cl)(Cl)(Cl)Cl (titanium tetrachloride), [Ti](Cl)(Cl)(Cl)Cl (titanium tetrachloride), [Ti](Cl)(Cl)(Cl)Cl (Titanium tetrachloride), titanium halide. The solvent is C1(=CC=CC=C1)C (toluene), C1=CC=CC=C1 (benzene). Product: C(C)(C)C1=C(C=CC=C1)C(C)C (diisopropylbenzene). Reaction SMILES: C([Al](CC)CC)C.[O-2].[O-2].[O-2].[Al+3].[Al+3].[H][H].[C:15]1([CH:21]([CH3:23])[CH3:22])[CH:20]=[CH:19][CH:18]=[CH:17][CH:16]=1.[C:24]1(C)[C:25](C)=CC=C[CH:29]=1>[Ti](Cl)(Cl)(Cl)Cl.C1(C)C=CC=CC=1.C1C=CC=CC=1>[CH:21]([C:15]1[CH:20]=[CH:19][CH:18]=[CH:17][C:16]=1[CH:24]([CH3:25])[CH3:29])([CH3:23])[CH3:22] |f:1.2.3.4.5|. Reported procedure: Heretofore, the prior art has disclosed catalysts for the polymerization of olefins, said catalysts comprising those known in the art as Ziegler-Natta catalysts. These catalysts typically consist of titanium tetrachloride which has been activated with an aluminum alkyl and operate in the form of a sludge or slurry. For example, U.S. Pat. No. 2,945,845 discloses a titanium tetrachloride catalyst which is used in conjunction with an organic compound such as triethyl aluminum or U.S. Pat. Nos. 3,66... The reactants are ice water, Br (HBr), ice water, product, CC=1C=CC(=C(CO)C1)[N+](=O)[O-] (5-methyl-2-nitrobenzyl alcohol), material. The solvent is C(C)(=O)O (acetic acid). Conditions: time 2 hour. Yields the product CC=1C=CC(=C(CBr)C1)[N+](=O)[O-] (5-Methyl-2-nitrobenzyl Bromide). RXN SMILES: [BrH:1].[CH3:2][C:3]1[CH:4]=[CH:5][C:6]([N+:11]([O-:13])=[O:12])=[C:7]([CH:10]=1)[CH2:8]O>C(O)(=O)C>[CH3:2][C:3]1[CH:4]=[CH:5][C:6]([N+:11]([O-:13])=[O:12])=[C:7]([CH:10]=1)[CH2:8][Br:1]. Reported procedure: To a cooled (ice-water bath) mixture of 30% HBr in acetic acid (3 ml) was added 2.5 g 5-methyl-2-nitrobenzyl alcohol and the chilled solution stirred for 2 hours. The mixture was poured into ice-water and extracted with diethyl ether. The extract was washed with H2O, brine and the solvent removed under vacuum to give a mixture of product (50%) and starting material (50%). Starting materials: CC(C)c1c(C(=O)NCc2ccc(F)c(F)c2)c2ccc(O)cc2n1Cc1ccccc1, CCCI, [K+], [K+], O=C([O-])[O-], CN(C)C=O. Yields the product CCCOc1ccc2c(C(=O)NCc3ccc(F)c(F)c3)c(C(C)C)n(Cc3ccccc3)c2c1. As a reaction SMILES: [CH2:1]([c:2]1[cH:3][cH:4][cH:5][cH:6][cH:7]1)[n:8]1[c:9]([CH:30]([CH3:31])[CH3:32])[c:10]([C:18](=[O:19])[NH:20][CH2:21][c:22]2[cH:23][c:24]([F:29])[c:25]([F:28])[cH:26][cH:27]2)[c:11]2[cH:12][cH:13][c:14]([OH:17])[cH:15][c:16]12.[I:39][CH2:40][CH2:41][CH3:42].[K+:33].[K+:34].[O-:35][C:36]([O-:37])=[O:38].[O:43]=[CH:44][N:45]([CH3:46])[CH3:47]>>[CH2:1]([c:2]1[cH:3][cH:4][cH:5][cH:6][cH:7]1)[n:8]1[c:9]([CH:30]([CH3:31])[CH3:32])[c:10]([C:18](=[O:19])[NH:20][CH2:21][c:22]2[cH:23][c:24]([F:29])[c:25]([F:28])[cH:26][cH:27]2)[c:11]2[cH:12][cH:13][c:14]([O:17][CH2:40][CH2:41][CH3:42])[cH:15][c:16]12. Reactants: CC(C#N)(CC)C=1N=C(SC1)C1=C2C(=NC=C1)NN=C2 (2-methyl-2-[2-(1H-pyrazolo[3,4-b]pyridin-4-yl)thiazol-4-yl]butanenitrile), resultant mixture, [OH-].[Na+] (NaOH), Cl[O-].[Na+] (Sodium hypochlorite). Run in O (Water), C(=O)([O-])[O-].[Na+].[Na+] (Na2CO3). Product: ClC1=NNC2=NC=CC(=C21)C=2SC=C(N2)C(C#N)(C)C (2-(2-(3-chloro-1H-pyrazolo[3,4-b]pyridin-4-yl)thiazol-4-yl)-2-methylpropanenitrile). The yield is 4.4%. As a reaction SMILES: [CH3:1][C:2]([C:7]1[N:8]=[C:9]([C:12]2[CH:17]=[CH:16][N:15]=[C:14]3[NH:18][N:19]=[CH:20][C:13]=23)[S:10][CH:11]=1)([CH2:5]C)[C:3]#[N:4].[OH-].[Na+].[Cl:23][O-].[Na+]>O.C([O-])([O-])=O.[Na+].[Na+]>[Cl:23][C:20]1[C:13]2[C:14](=[N:15][CH:16]=[CH:17][C:12]=2[C:9]2[S:10][CH:11]=[C:7]([C:2]([CH3:5])([CH3:1])[C:3]#[N:4])[N:8]=2)[NH:18][N:19]=1 |f:1.2,3.4,6.7.8|. Procedure details: 2-methyl-2-[2-(1H-pyrazolo[3,4-b]pyridin-4-yl)thiazol-4-yl]butanenitrile (82 mg, 0.2894 mmol) was suspended in a solution of NaOH (46.32 mg, 1.158 mmol) in Water (5.000 mL). The mixture was sonicated to give smaller particle size and cooled in an ice-bath. Sodium hypochlorite (282.8 μL of 8% w/v, 0.3039 mmol) was added slowly dropwise over 2 minutes and the resultant mixture was stirred at ambient temperature for 3 hours. The reaction was diluted with saturated aqueous Na2CO3 and then extracted ... Reactants: CC(C)(C)OC(=O)N1CCC(c2ccc(CCO)cc2)C(OCc2ccc3ccccc3c2)C1, O=C(O)c1ccsc1. Product: CC(C)(C)OC(=O)N1CCC(c2ccc(CCOC(=O)c3ccsc3)cc2)C(OCc2ccc3ccccc3c2)C1. RXN SMILES: [OH:1][CH2:2][CH2:3][c:4]1[cH:5][cH:6][c:7]([CH:10]2[CH:11]([O:23][CH2:24][c:25]3[cH:26][c:27]4[cH:28][cH:29][cH:30][cH:31][c:32]4[cH:33][cH:34]3)[CH2:12][N:13]([C:16](=[O:17])[O:18][C:19]([CH3:20])([CH3:21])[CH3:22])[CH2:14][CH2:15]2)[cH:8][cH:9]1.[s:35]1[cH:36][c:37]([C:40](=[O:41])[OH:42])[cH:38][cH:39]1>>[O:1]([CH2:2][CH2:3][c:4]1[cH:5][cH:6][c:7]([CH:10]2[CH:11]([O:23][CH2:24][c:25]3[cH:26][c:27]4[cH:28][cH:29][cH:30][cH:31][c:32]4[cH:33][cH:34]3)[CH2:12][N:13]([C:16](=[O:17])[O:18][C:19]([CH3:20])([CH3:21])[CH3:22])[CH2:14][CH2:15]2)[cH:8][cH:9]1)[C:40]([c:37]1[cH:36][s:35][cH:39][cH:38]1)=[O:41].